Dataset: the Open Reaction Database (ORD), a public repository of structured organic reaction records. Task: describe an organic reaction: reactants, conditions, products, and yield Reactants: S1N=CC2=C1C=CC=C2 (1,2-benzisothiazole), C(=O)C1=C(C=CC(=C1)[N+](=O)[O-])SBr (2-formyl-4-nitrophenylsulfenyl bromide), N (ammonia). The product is [N+](=O)([O-])C=1C=CC2=C(C=NS2)C1 (5-nitro-1,2-benzisothiazole). As a reaction SMILES: [S:1]1[C:5]2[CH:6]=[CH:7][CH:8]=[CH:9][C:4]=2[CH:3]=[N:2]1.C(C1C=C([N+:18]([O-:20])=[O:19])C=CC=1SBr)=O.N>>[N+:18]([C:8]1[CH:7]=[CH:6][C:5]2[S:1][N:2]=[CH:3][C:4]=2[CH:9]=1)([O-:20])=[O:19]. Procedure: Angewandte Chemie, 36 (1923), 159, and Berichte der deutschen Chemischen Gesellschaft, 58 (1925), 2,095, disclose the reaction of thionaphthene-2,3-dione with ammonia and hydrogen peroxide to give 3-carbamyl-1,2-benzisothiazole and the conversion of the latter to 1,2-benzisothiazole by hydrolysis and decarboxylation. Berichte der deutschen Chemischen Gesellschaft, 56 (1923), 1,630, and Liebigs Annalen der Chemie, 454 (1927), 264, disclose the reaction of 2-formyl-4-nitrophenylsulfenyl bromide wi...